Dataset: the Open Reaction Database (ORD), a public repository of structured organic reaction records. Task: describe an organic reaction: reactants, conditions, products, and yield Product: CN(C1=CC=C(C=N1)C1=NNC(C2=CC=CC=C12)=O)C (4-(6-(dimethylamino)pyridin-3-yl)phthalazin-1(2H)-one). As a reaction SMILES: Cl[C:2]1[N:7]=[CH:6][C:5]([C:8]2[C:17]3[C:12](=[CH:13][CH:14]=[CH:15][CH:16]=3)[C:11](=[O:18])[NH:10][N:9]=2)=[CH:4][CH:3]=1.[CH3:19][NH:20][CH3:21].C1COCC1>CN(C=O)C.CCOC(C)=O>[CH3:19][N:20]([CH3:21])[C:2]1[N:7]=[CH:6][C:5]([C:8]2[C:17]3[C:12](=[CH:13][CH:14]=[CH:15][CH:16]=3)[C:11](=[O:18])[NH:10][N:9]=2)=[CH:4][CH:3]=1. Procedure details: A mixture of the product from Example 4A (0.296 g, 1.15 mmol) and a solution of dimethylamine in THF (2 M, 2.3 mL, 4.6 mmol) in DMF (2 mL) was microwaved at 200° C. for 30 minutes, diluted with EtOAc, washed with water and brine, dried (Na2SO4), filtered, and concentrated to give 0.25 g of crude 4-(6-(dimethylamino)pyridin-3-yl)phthalazin-1(2H)-one, which was used without purification. The reactants are CNC (dimethylamine), C1CCOC1 (THF), ClC1=CC=C(C=N1)C1=NNC(C2=CC=CC=C12)=O (4-(6-chloropyridin-3-yl)phthalazin-1(2H)-one). Run in CN(C)C=O (DMF), CCOC(=O)C (EtOAc). Starting materials: C(C)(=O)[C@@]1([C@@H](O[C@@H]([C@]([C@@]1(O)C(C)=O)(O)C(C)=O)C(O)C(C)=O)OC1=C(C(=CC(=C1)C)O)C(C)=O)O (2'-(2,3,4,6-Tetra-acetyl-β-D-glucopyranosyloxy)-6'-hydroxy-4'-methylacetophenone), [OH-].[K+] (potassium hydroxide), [H][H] (hydrogen), C(=O)C1=CC2=C(OC=C2)C=C1 (5-formylbenzo[b]furan). The reagents and catalysts are CN(C1=CC=NC=C1)C (4-dimethylaminopyridine), [Pt].[C] (platinum carbon). Run in C(C)O (ethanol). Conditions: time 8 hour. Yields the product O1C2=C(C=C1)C=C(C=C2)CCC(=O)C2=C(C=C(C=C2O)C)O[C@H]2[C@H](O)[C@@H](O)[C@H](O)[C@H](O2)CO (3-(5-benzo[b]furanyl)-2'-(β-D-glucopyranosyloxy)-6'-hydroxy-4'-methylpropiophenone). The yield is 74.4%. As a reaction SMILES: C([C@@:4]1([OH:35])[C@@:9](C(=O)C)([OH:10])[C@:8](C(=O)C)([OH:14])[C@@H:7]([CH:18](C(=O)C)[OH:19])[O:6][C@H:5]1[O:23][C:24]1[CH:29]=[C:28]([CH3:30])[CH:27]=[C:26]([OH:31])[C:25]=1[C:32](=[O:34])[CH3:33])(=O)C.[OH-].[K+].[CH:38]([C:40]1[CH:48]=[CH:47][C:43]2[O:44][CH:45]=[CH:46][C:42]=2[CH:41]=1)=O.[H][H]>C(O)C.CN(C)C1C=CN=CC=1.[Pt].[C]>[O:44]1[CH:45]=[CH:46][C:42]2[CH:41]=[C:40]([CH2:38][CH2:33][C:32]([C:25]3[C:26]([OH:31])=[CH:27][C:28]([CH3:30])=[CH:29][C:24]=3[O:23][C@@H:5]3[O:6][C@H:7]([CH2:18][OH:19])[C@@H:8]([OH:14])[C@H:9]([OH:10])[C@H:4]3[OH:35])=[O:34])[CH:48]=[CH:47][C:43]1=2 |f:1.2,7.8|. Procedure: 2'-(2,3,4,6-Tetra-acetyl-β-D-glucopyranosyloxy)-6'-hydroxy-4'-methylacetophenone (120 g) is dissolved in a chilled mixture of ethanol (1.2 l) and 50% aqueous potassium hydroxide solution (240 g), and thereto is added 5-formylbenzo[b]furan (42.4 g), and the mixture is stirred at room temperature overnight under argon atmosphere. To the reaction solution are added 4-dimethylaminopyridine (29.5 g) and 10% platinum-carbon (23.58 g), and the mixture is stirred at room temperature for 4.5 hours under ... The reactants are O=C(Cl)N1CCc2ccccc2C1, COc1cc2c(cc1OC)CNCC2. Product: COc1cc2c(cc1OC)CN(C(=O)Cl)CC2. RXN SMILES: [CH2:15]1[c:16]2[c:17]([cH:18][cH:19][cH:20][cH:21]2)[CH2:22][CH2:23][N:24]1[C:25](=[O:26])[Cl:27].[CH3:1][O:2][c:3]1[cH:4][c:5]2[c:10]([cH:11][c:12]1[O:13][CH3:14])[CH2:9][NH:8][CH2:7][CH2:6]2>>[CH3:1][O:2][c:3]1[cH:4][c:5]2[c:10]([cH:11][c:12]1[O:13][CH3:14])[CH2:9][N:8]([C:25](=[O:26])[Cl:27])[CH2:7][CH2:6]2. Reactants: [OH-].[Na+] (sodium hydroxide), ClC1=C(C(=CC=2OC(OC21)C(=O)OCC)C(=O)C2=CC=NN2C)Cl (ethyl 4,5-dichloro-6-(1-methyl-5-pyrazolylcarbonyl)-1,3-benzodioxole-2-carboxylate). The solvent is O (water), C(C)O (ethanol). Reaction conditions: time 0.5 hour. The product is ClC1=C(C(=CC=2OC(OC21)C(=O)O)C(=O)C2=CC=NN2C)Cl (4,5-dichloro-6-(1-methyl-5-pyrazolylcarbonyl)-1,3-benzodioxole-2-carboxylic acid). The yield is 96.5%. Reaction SMILES: [OH-].[Na+].[Cl:3][C:4]1[C:12]2[O:11][CH:10]([C:13]([O:15]CC)=[O:14])[O:9][C:8]=2[CH:7]=[C:6]([C:18]([C:20]2[N:24]([CH3:25])[N:23]=[CH:22][CH:21]=2)=[O:19])[C:5]=1[Cl:26]>O.C(O)C>[Cl:3][C:4]1[C:12]2[O:11][CH:10]([C:13]([OH:15])=[O:14])[O:9][C:8]=2[CH:7]=[C:6]([C:18]([C:20]2[N:24]([CH3:25])[N:23]=[CH:22][CH:21]=2)=[O:19])[C:5]=1[Cl:26] |f:0.1|. Reported procedure: A solution of 0.36 g of sodium hydroxide in 15 ml of water is added to a suspension of 1.86 g of ethyl 4,5-dichloro-6-(1-methyl-5-pyrazolylcarbonyl)-1,3-benzodioxole-2-carboxylate in 35 ml of ethanol and the mixture is stirred at room temperature for 0.5 hour. The reaction mixture is concentrated to remove ethanol and adjusted to pH 1 with aqueous 10% hydrochloric acid. The resultant crystals are collected by filtration, washed successively with water and isopropyl ether and dried to give 1.66 g...